Dataset: the Open Reaction Database (ORD), a public repository of structured organic reaction records. Task: describe an organic reaction: reactants, conditions, products, and yield Starting materials: C(C1=CC=CC=C1)OC(CCC1=CC(=C(C=C1)OCC1=CC=CC=C1)OC)=O (3-(4-benzyloxy-3-methoxy-phenyl)-propionic acid benzyl ester), [OH-].[Na+] (NaOH). Run in CO (MeOH), O1CCOCC1 (dioxane). Reaction conditions: temperature 50 celsius, time 17 hour. The product is C(C1=CC=CC=C1)OC1=C(C=C(C=C1)CCC(=O)O)OC (3-(4-Benzyloxy-3-methoxy-phenyl)-propionic acid). Yield: 100.0%. As a reaction SMILES: C([O:8][C:9](=[O:28])[CH2:10][CH2:11][C:12]1[CH:17]=[CH:16][C:15]([O:18][CH2:19][C:20]2[CH:25]=[CH:24][CH:23]=[CH:22][CH:21]=2)=[C:14]([O:26][CH3:27])[CH:13]=1)C1C=CC=CC=1.[OH-].[Na+]>CO.O1CCOCC1>[CH2:19]([O:18][C:15]1[CH:16]=[CH:17][C:12]([CH2:11][CH2:10][C:9]([OH:28])=[O:8])=[CH:13][C:14]=1[O:26][CH3:27])[C:20]1[CH:21]=[CH:22][CH:23]=[CH:24][CH:25]=1 |f:1.2|. Procedure details: To a solution of-3-(4-benzyloxy-3-methoxy-phenyl)-propionic acid benzyl ester (11.03 g, 29.30 mmol), in MeOH (110 ml) and dioxane (145 ml), was added dropwise aqueous NaOH 2N (139 ml, 278 mmol). The resulting yellow homogeneous mixture was then stirred at 50° C. for 17 h. The reaction mixture was then concentrated in vacuo and washed with Et2O (100 ml). The aqueous phase was acidified (pH=1) with HCl 2N and extracted three times with CH2Cl2. The combined organic phases were dried over anhydrous ... Starting materials: mixed solvent, [Cl-] (chloride), CC=1C=C(C=C(C1OC(C)=O)C)C(=O)N1CCOCCOCCN(CCOCCOCC1)C(=O)C1=CC(=C(C(=C1)C)OC(C)=O)C (1,10-bis(3',5'-dimethyl-4'-acetoxyphenylcarbonyl)-1,10-diaza-4,7,13,16-tetraoxacyclooctadecane), C[O-].[Na+] (sodium methoxide). Run in CO (methanol). Reaction conditions: temperature 0 celsius, time 2 hour. The product is CC=1C=C(C=C(C1O)C)C(=O)N1CCOCCOCCN(CCOCCOCC1)C(=O)C1=CC(=C(C(=C1)C)O)C (1,10-bis(3',5'-dimethyl-4'-hydroxyphenylcarbonyl)-1,10-diaza-4,7,13,16-tetraoxacyclooctadecane). The yield is 89.5%. Reaction SMILES: [Cl-].[CH3:2][C:3]1[CH:4]=[C:5]([C:14]([N:16]2[CH2:33][CH2:32][O:31][CH2:30][CH2:29][O:28][CH2:27][CH2:26][N:25]([C:34]([C:36]3[CH:41]=[C:40]([CH3:42])[C:39]([O:43]C(=O)C)=[C:38]([CH3:47])[CH:37]=3)=[O:35])[CH2:24][CH2:23][O:22][CH2:21][CH2:20][O:19][CH2:18][CH2:17]2)=[O:15])[CH:6]=[C:7]([CH3:13])[C:8]=1[O:9]C(=O)C.C[O-].[Na+]>CO>[CH3:13][C:7]1[CH:6]=[C:5]([C:14]([N:16]2[CH2:33][CH2:32][O:31][CH2:30][CH2:29][O:28][CH2:27][CH2:26][N:25]([C:34]([C:36]3[CH:41]=[C:40]([CH3:42])[C:39]([OH:43])=[C:38]([CH3:47])[CH:37]=3)=[O:35])[CH2:24][CH2:23][O:22][CH2:21][CH2:20][O:19][CH2:18][CH2:17]2)=[O:15])[CH:4]=[C:3]([CH3:2])[C:8]=1[OH:9] |f:2.3|. Procedure details: To 40 ml of mixed solvent of anhydrous methanolmethylene chloride was dissolved 0.5 g/0.8 mmol of 1,10-bis(3',5'-dimethyl-4'-acetoxyphenylcarbonyl)-1,10-diaza-4,7,13,16-tetraoxacyclooctadecane, and the solution was cooled to 0° C. To this solution was added 2.6 ml of freshly prepared 1M methanol solution of sodium methoxide, and the mixture was stirred at 0° C. for 2 hours. After adding Amberlite 15 until the reaction solution became neutral, the resin was separated by filtration and the filtrat... Starting materials: [Al+3], COC(=O)c1ccc(Cn2c(C)cc(OCc3ccc(F)cc3F)cc2=O)nc1, [H-], [H-], [H-], [H-], [K+], [Li+], C1CCOC1, O=S(=O)([O-])O. Yields the product Cc1cc(OCc2ccc(F)cc2F)cc(=O)n1Cc1ccc(CO)cn1. As a reaction SMILES: [Al+3:31].[F:1][c:2]1[c:3]([CH2:4][O:5][c:6]2[cH:7][c:8](=[O:24])[n:9]([CH2:13][c:14]3[n:15][cH:16][c:17]([C:18](=[O:19])[O:20][CH3:21])[cH:22][cH:23]3)[c:10]([CH3:12])[cH:11]2)[cH:25][cH:26][c:27]([F:29])[cH:28]1.[H-:30].[H-:33].[H-:34].[H-:35].[K+:41].[Li+:32].[O:42]1[CH2:43][CH2:44][CH2:45][CH2:46]1.[S:36]([O-:37])([OH:38])(=[O:39])=[O:40]>>[F:1][c:2]1[c:3]([CH2:4][O:5][c:6]2[cH:7][c:8](=[O:24])[n:9]([CH2:13][c:14]3[n:15][cH:16][c:17]([CH2:18][OH:19])[cH:22][cH:23]3)[c:10]([CH3:12])[cH:11]2)[cH:25][cH:26][c:27]([F:29])[cH:28]1. Reactants: [H-].[Na+] (sodium hydride), ice, CC1(OCC(O1)COCC1CCC(O1)CO)C (5-[[(2,2-dimethyl-1,3-dioxolan-4-yl)methoxy]methyl]tetrahydro-2-furan-methanol), ClCC(=O)N(CCC)CCC (2-chloro-N,N-dipropylacetamide), O (water). The solvent is CS(=O)C (dimethyl sulfoxide), CS(=O)C (dimethyl sulfoxide). Yields the product CC1(OCC(O1)COCC1CCC(O1)COCC(=O)N(CCC)CCC)C (2-[[5-[[(2,2-Dimethyl-1,3-dioxolan-4-yl)-methoxy]methyl]tetrahydro-2-furanyl]-methoxy]-N,N-dipropylacetamide). Isolated yield 62.7%. Reaction SMILES: [CH3:1][C:2]1([CH3:17])[O:6][CH:5]([CH2:7][O:8][CH2:9][CH:10]2[O:14][CH:13]([CH2:15][OH:16])[CH2:12][CH2:11]2)[CH2:4][O:3]1.Cl[CH2:19][C:20]([N:22]([CH2:26][CH2:27][CH3:28])[CH2:23][CH2:24][CH3:25])=[O:21].[H-].[Na+].O>CS(C)=O>[CH3:1][C:2]1([CH3:17])[O:6][CH:5]([CH2:7][O:8][CH2:9][CH:10]2[O:14][CH:13]([CH2:15][O:16][CH2:19][C:20]([N:22]([CH2:26][CH2:27][CH3:28])[CH2:23][CH2:24][CH3:25])=[O:21])[CH2:12][CH2:11]2)[CH2:4][O:3]1 |f:2.3|. Procedure details: A mixture of 4.93 g of 5-[[(2,2-dimethyl-1,3-dioxolan-4-yl)methoxy]methyl]tetrahydro-2-furan-methanol (0.02 mole) and 3.55 g of 2-chloro-N,N-dipropylacetamide (0.02 mole) are dissolved in 125 ml of dry dimethyl sulfoxide and the mixture stirred at room temperature under nitrogen. Slowly 0.50 g of sodium hydride (0.02 mole) is added to the dimethyl sulfoxide mixture and the reaction allowed to stir at ambient temperature (23°). After stirring for 10 minutes an exothermic reaction begins to take p... The reactants are [OH-].C[N+](C)(C)C (tetramethylammonium hydroxide), C[C@H](CCC(=O)O)[C@H]1CC[C@@H]2[C@@]1(CC[C@H]3[C@H]2[C@@H](C[C@H]4[C@@]3(CC[C@H](C4)O)C)O)C (CDCA). Reagents/catalysts: [Ti] (titanium). Run in CS(=O)C (dimethylsulfoxide), CO (methanol). Reaction conditions: time 5 minute. Product: C[C@H](CCC(=O)O)[C@H]1CC[C@@H]2[C@@]1(CC[C@H]3[C@H]2[C@H](C[C@H]4[C@@]3(CC[C@H](C4)O)C)O)C (UDCA). Yield: 37.6%. Reaction SMILES: [OH-].C[N+](C)(C)C.[CH3:7][C@@H:8]([C@@H:14]1[C@@:18]2([CH3:34])[CH2:19][CH2:20][C@@H:21]3[C@@:26]4([CH3:32])[CH2:27][CH2:28][C@@H:29]([OH:31])[CH2:30][C@H:25]4[CH2:24][C@@H:23]([OH:33])[C@H:22]3[C@@H:17]2[CH2:16][CH2:15]1)[CH2:9][CH2:10][C:11]([OH:13])=[O:12]>CO.CS(C)=O.[Ti]>[CH3:7][C@@H:8]([C@@H:14]1[C@@:18]2([CH3:34])[CH2:19][CH2:20][C@@H:21]3[C@@:26]4([CH3:32])[CH2:27][CH2:28][C@@H:29]([OH:31])[CH2:30][C@H:25]4[CH2:24][C@H:23]([OH:33])[C@H:22]3[C@@H:17]2[CH2:16][CH2:15]1)[CH2:9][CH2:10][C:11]([OH:13])=[O:12] |f:0.1|. Procedure: The cell was assembled with a lead-plated monel electrode as cathode and a ruthenized titanium anode. The cell was undivided and contained just one Telfon gasket. A stock solution of electrolyte was made up from 25 mL of 1.94 M tetramethylammonium hydroxide in methanol and 475 mL of dimethylsulfoxide dried over 3A molecular sieves. The entire solution was stored over 3A molecular sieves and then 60 mL of electrolyte placed in the reservoir. 2.0 g of 7-ketolithocholic acid was dissolved therein, ... Reactants: O=S(Cl)Cl (SOCl2), FC=1C=C2C(=C(N(C2=CC1)CC1=CC=C(C=C1)N1C=NC=C1)CCC(=O)O)C (5-fluoro-1-[[4-(1H-imidazol-1-yl)phenyl]methyl]-3-methyl-1H-indole-2-propanoic acid), N (NH3). Solvent: CN(C)C=O (DMF). Conditions: time 6 hour. Product: FC=1C=C2C(=C(N(C2=CC1)CC1=CC=C(C=C1)N1C=NC=C1)CCC(=O)N)C (5-Fluoro-1-[[4-(1H-imidazol-1-yl)phenyl]methyl]-3-methyl-1H-indole-2-propanamide). As a reaction SMILES: [F:1][C:2]1[CH:3]=[C:4]2[C:8](=[CH:9][CH:10]=1)[N:7]([CH2:11][C:12]1[CH:17]=[CH:16][C:15]([N:18]3[CH:22]=[CH:21][N:20]=[CH:19]3)=[CH:14][CH:13]=1)[C:6]([CH2:23][CH2:24][C:25]([OH:27])=O)=[C:5]2[CH3:28].O=S(Cl)Cl.[NH3:33]>CN(C=O)C>[F:1][C:2]1[CH:3]=[C:4]2[C:8](=[CH:9][CH:10]=1)[N:7]([CH2:11][C:12]1[CH:17]=[CH:16][C:15]([N:18]3[CH:22]=[CH:21][N:20]=[CH:19]3)=[CH:14][CH:13]=1)[C:6]([CH2:23][CH2:24][C:25]([NH2:33])=[O:27])=[C:5]2[CH3:28]. Procedure details: A suspension of 5-fluoro-1-[[4-(1H-imidazol-1-yl)phenyl]methyl]-3-methyl-1H-indole-2-propanoic acid (1.0 g) in DMF (10 ml) is treated with SOCl2 (0.5 g) and, after cooling a gaseous NH3 is passed through the reaction mixture for 6 hours. The ammonium salt is filtered off and ether is added to the solution. The so obtained precipitated is filtered and dried to give 0.8 g of the title compound. Starting materials: [OH-].[Na+] (sodium hydroxide), C(C)OC(/C(/CCCNC1CCCC2=CC=C(C=C12)OC)=C/C1=CC(=C(C=C1)N1C=NC(=C1)C)OC)=O ((E)-2-[3-methoxy-4-(4-methyl-1H-imidazol-1-yl)benzylidene]-5-(7-methoxy-1,2,3,4-tetrahydronaphthalen-1-ylamino)valeric acid ethyl ester), Cl (hydrochloric acid). Solvent: C(C)O (ethanol). Reaction conditions: time 16 hour. The product is COC=1C=C(\C=C/2\C(N(CCC2)C2CCCC3=CC=C(C=C23)OC)=O)C=CC1N1C=NC(=C1)C ((E)-3-[3-methoxy-4-(4-methyl-1H-imidazol-1-yl)benzylidene]-1-(7-methoxy-1,2,3,4-tetrahydronaphthalen-1-yl)piperidin-2-one). As a reaction SMILES: [OH-].[Na+].C([O:5][C:6](=O)/[C:7](=[CH:24]/[C:25]1[CH:30]=[CH:29][C:28]([N:31]2[CH:35]=[C:34]([CH3:36])[N:33]=[CH:32]2)=[C:27]([O:37][CH3:38])[CH:26]=1)/[CH2:8][CH2:9][CH2:10][NH:11][CH:12]1[C:21]2[C:16](=[CH:17][CH:18]=[C:19]([O:22][CH3:23])[CH:20]=2)[CH2:15][CH2:14][CH2:13]1)C.Cl>C(O)C>[CH3:38][O:37][C:27]1[CH:26]=[C:25]([CH:30]=[CH:29][C:28]=1[N:31]1[CH:35]=[C:34]([CH3:36])[N:33]=[CH:32]1)/[CH:24]=[C:7]1/[C:6](=[O:5])[N:11]([CH:12]2[C:21]3[C:16](=[CH:17][CH:18]=[C:19]([O:22][CH3:23])[CH:20]=3)[CH2:15][CH2:14][CH2:13]2)[CH2:10][CH2:9][CH2:8]/1 |f:0.1|. Reported procedure: To a solution of (E)-5-chloro-2-[3-methoxy-4-(4-methyl-1H-imidazol-1-yl)benzylidene]valeric acid ethyl ester (50 mg) obtained in Example 417 in acetonitrile (3 mL) and water (0.3 mL), 7-methoxy-1,2,3,4-tetrahydronaphthalen-1-ylamine (CAS#50399-51-4) (25 mg), potassium carbonate (57 mg) and sodium iodide (21 mg) were added at room temperature, and heat-refluxing of the reaction solution was carried out for two days. The reaction solution was allowed to be cooled to room temperature, water and eth...